Dataset: the Open Reaction Database (ORD), a public repository of structured organic reaction records. Task: describe an organic reaction: reactants, conditions, products, and yield Starting materials: NC(CO)(C)C (2-amino-2-methyl-1-propanol), CS(=O)(=O)Cl (methanesulfonyl chloride). The product is CC1(NS(CC1)(=O)=O)C (3,3-dimethylisothiazolidine 1,1-dioxide). Reaction SMILES: [NH2:1][C:2]([CH3:6])([CH3:5])[CH2:3]O.[CH3:7][S:8](Cl)(=[O:10])=[O:9]>>[CH3:5][C:2]1([CH3:6])[CH2:3][CH2:7][S:8](=[O:10])(=[O:9])[NH:1]1. Reported procedure: Using 2-amino-2-methyl-1-propanol (1.5 g) and methanesulfonyl chloride (2.7 mL) and by the reaction and treatment in the same manner as in Preparation Example 1, the title compound (130 mg) was obtained. The reactants are COc1cc2cc(Nc3cc(C)[nH]n3)nc(OC(C)C)c2cc1F, OCCN1CCCCC1. Product: COc1cc2cc(Nc3cc(C)[nH]n3)nc(OC(C)C)c2cc1OCCN1CCCCC1. As a reaction SMILES: [F:10][c:11]1[c:12]([O:32][CH3:33])[cH:13][c:14]2[cH:15][c:16]([NH:25][c:26]3[n:27][nH:28][c:29]([CH3:31])[cH:30]3)[n:17][c:18]([O:21][CH:22]([CH3:23])[CH3:24])[c:19]2[cH:20]1.[N:1]1([CH2:7][CH2:8][OH:9])[CH2:2][CH2:3][CH2:4][CH2:5][CH2:6]1>>[N:1]1([CH2:7][CH2:8][O:9][c:11]2[c:12]([O:32][CH3:33])[cH:13][c:14]3[cH:15][c:16]([NH:25][c:26]4[n:27][nH:28][c:29]([CH3:31])[cH:30]4)[n:17][c:18]([O:21][CH:22]([CH3:23])[CH3:24])[c:19]3[cH:20]2)[CH2:2][CH2:3][CH2:4][CH2:5][CH2:6]1. Starting materials: FC(S(=O)(=O)OC1=C(C(=C(C=C1C(C)=O)Cl)C)C1=CC=NC=C1)(F)F (6-acetyl-4-chloro-3-methyl-2-pyridin-4-ylphenyl trifluoromethanesulfonate), O1CCOCC1 (1,4-dioxane), C[Zn]C (dimethylzinc), C1(=CC=CC=C1)C (toluene), ClCCl (dichloromethane). The solvent is C(C)(=O)OCC (ethyl acetate), O (water). Reaction conditions: temperature 70 celsius. Yields the product ClC=1C(=C(C(=C(C1)C(C)=O)C)C1=CC=NC=C1)C (1-(5-Chloro-2,4-dimethyl-3-pyridin-4-ylphenyl)ethanone). Isolated yield 69.3%. RXN SMILES: FC(F)(F)S(O[C:7]1[C:12]([C:13](=[O:15])[CH3:14])=[CH:11][C:10]([Cl:16])=[C:9]([CH3:17])[C:8]=1[C:18]1[CH:23]=[CH:22][N:21]=[CH:20][CH:19]=1)(=O)=O.O1CCOC[CH2:27]1.ClCCl.C[Zn]C.C1(C)C=CC=CC=1>C(OCC)(=O)C.O>[Cl:16][C:10]1[C:9]([CH3:17])=[C:8]([C:18]2[CH:23]=[CH:22][N:21]=[CH:20][CH:19]=2)[C:7]([CH3:27])=[C:12]([C:13](=[O:15])[CH3:14])[CH:11]=1. Procedure details: A solution of 6-acetyl-4-chloro-3-methyl-2-pyridin-4-ylphenyl trifluoromethanesulfonate (0.40 g, 1.0 mmol) in 1,4-dioxane (10 mL, 130 mmol) was degassed with nitrogen and treated with [1,1′-bis(diphenylphosphino)ferrocene]dichloropalladium(II) complex with dichloromethane (1:1) (41 mg, 0.051 mmol). The reaction mixture was degassed with nitrogen for 5 minutes, treated with 2.0 M dimethylzinc in toluene (0.76 mL, 1.5 mmol), and heated at 70° C. for 1.5 hours. The reaction mixture was cooled to ro... Starting materials: BrC=1C=C2C(=C(C=NC2=CC1)C(C)=O)Cl (1-(6-bromo-4-chloroquinolin-3-yl)ethanone), NC=1C=NC(=NC1)N1CCN(CC1)C(=O)OC(C)(C)C (tert-butyl 4-(5-aminopyrimidin-2-yl)piperazine-1-carboxylate). Product: C(C)(=O)C=1C=NC2=CC=C(C=C2C1NC=1C=NC(=NC1)N1CCN(CC1)C(=O)OC(C)(C)C)Br (tert-butyl 4-(5-(3-acetyl-6-bromoquinolin-4-ylamino)pyrimidin-2-yl)piperazine-1-carboxylate). Isolated yield 44.7%. Procedure: Following general procedure B, 1-(6-bromo-4-chloroquinolin-3-yl)ethanone (300 mg, 1.06 mmol) was reacted with tert-butyl 4-(5-aminopyrimidin-2-yl)piperazine-1-carboxylate (495 mg, 1.59 mmol) to afford the desired product (250 mg, 44%) as a yellow solid: ESI MS m/z 527, [C24H27BrN6O3+H]+ As a reaction SMILES: [Br:1][C:2]1[CH:3]=[C:4]2[C:9](=[CH:10][CH:11]=1)[N:8]=[CH:7][C:6]([C:12](=[O:14])[CH3:13])=[C:5]2Cl.[NH2:16][C:17]1[CH:18]=[N:19][C:20]([N:23]2[CH2:28][CH2:27][N:26]([C:29]([O:31][C:32]([CH3:35])([CH3:34])[CH3:33])=[O:30])[CH2:25][CH2:24]2)=[N:21][CH:22]=1>>[C:12]([C:6]1[CH:7]=[N:8][C:9]2[C:4]([C:5]=1[NH:16][C:17]1[CH:22]=[N:21][C:20]([N:23]3[CH2:24][CH2:25][N:26]([C:29]([O:31][C:32]([CH3:35])([CH3:34])[CH3:33])=[O:30])[CH2:27][CH2:28]3)=[N:19][CH:18]=1)=[CH:3][C:2]([Br:1])=[CH:11][CH:10]=2)(=[O:14])[CH3:13]. Starting materials: NC(C(C)C)CCCCCCCCC(C(C)C)N (3,12-Diamino-2,13-dimethyltetradecane), C(C)(C)C1N=NC(CC=CCCC=CC1)C(C)C (3,12-diisopropyl-1,2-diaza-1,5,9-cyclododecatriene), C1(CCCCC1)C1N=NC(CC=CCCC=CC1)C1CCCCC1 (3,12-dicyclohexyl-1,2-diaza-1,5,9-cyclododecatriene). Product: NC(CCCCCCCCC(C1CCCCC1)N)C1CCCCC1 (1,10-diamino-1,10-dicyclohexyldecane). Isolated yield 90.3%. RXN SMILES: NC(CCCCCCCCC(N)C(C)C)C(C)C.C(C1CC=CCCC=CCC(C(C)C)N=N1)(C)C.[CH:37]1([CH:43]2[CH2:54][CH:53]=[CH:52][CH2:51][CH2:50][CH:49]=[CH:48][CH2:47][CH:46]([CH:55]3[CH2:60][CH2:59][CH2:58][CH2:57][CH2:56]3)[N:45]=[N:44]2)[CH2:42][CH2:41][CH2:40][CH2:39][CH2:38]1>>[NH2:44][CH:43]([CH:37]1[CH2:42][CH2:41][CH2:40][CH2:39][CH2:38]1)[CH2:54][CH2:53][CH2:52][CH2:51][CH2:50][CH2:49][CH2:48][CH2:47][CH:46]([NH2:45])[CH:55]1[CH2:60][CH2:59][CH2:58][CH2:57][CH2:56]1. Procedure details: If there are used in the manner described under (a), instead of 250 g (1 mol) of 3,12-diisopropyl-1,2-diaza-1,5,9-cyclododecatriene, 328.5 g (1 mol) of 3,12-dicyclohexyl-1,2-diaza-1,5,9-cyclododecatriene (diastereoisomeric mixture) and correspondingly reduced amounts of catalyst and solvent, with otherwise the same procedure, there is obtained, as the main fraction, 304 g (90% of theory) of 1,10-diamino-1,10-dicyclohexyldecane in the form of colourless oil [b.p. 190°-193° C./0.05 Torr; nD20 =1.4... Reactants: O=C1CCC(=O)N1Br, CCOC(C)=O, CC#N, [Na+], [OH-], CC(C)(C)OC(=O)N1CCN(c2cccnc2)CC1. Reaction SMILES: [Br:1][N:2]1[C:3](=[O:4])[CH2:5][CH2:6][C:7]1=[O:8].[CH3:30][CH2:31][O:32][C:33](=[O:34])[CH3:35].[CH3:36][C:37]#[N:38].[Na+:29].[OH-:28].[n:9]1[cH:10][c:11]([N:15]2[CH2:16][CH2:17][N:18]([C:21](=[O:22])[O:23][C:24]([CH3:25])([CH3:26])[CH3:27])[CH2:19][CH2:20]2)[cH:12][cH:13][cH:14]1>>[Br:1][c:14]1[n:9][cH:10][c:11]([N:15]2[CH2:16][CH2:17][N:18]([C:21](=[O:22])[O:23][C:24]([CH3:25])([CH3:26])[CH3:27])[CH2:19][CH2:20]2)[cH:12][cH:13]1. The product is CC(C)(C)OC(=O)N1CCN(c2ccc(Br)nc2)CC1.